Dataset: the Open Reaction Database (ORD), a public repository of structured organic reaction records. Task: describe an organic reaction: reactants, conditions, products, and yield Reactants: Cc1ccc(N(C(=O)c2ccco2)C2CCN(CCC3(C4COC(C)(C)OC4)CCCCC3)CC2)cc1, CO, Cl. The product is Cl, Cc1ccc(N(C(=O)c2ccco2)C2CCN(CCC3(C(CO)CO)CCCCC3)CC2)cc1. As a reaction SMILES: [CH3:1][C:2]1([CH3:37])[O:3][CH2:4][CH:5]([C:8]2([CH2:14][CH2:15][N:16]3[CH2:17][CH2:18][CH:19]([N:22]([C:23](=[O:24])[c:25]4[o:26][cH:27][cH:28][cH:29]4)[c:30]4[cH:31][cH:32][c:33]([CH3:36])[cH:34][cH:35]4)[CH2:20][CH2:21]3)[CH2:9][CH2:10][CH2:11][CH2:12][CH2:13]2)[CH2:6][O:7]1.[CH3:39][OH:40].[ClH:38]>>[ClH:38].[OH:3][CH2:4][CH:5]([CH2:6][OH:7])[C:8]1([CH2:14][CH2:15][N:16]2[CH2:17][CH2:18][CH:19]([N:22]([C:23](=[O:24])[c:25]3[o:26][cH:27][cH:28][cH:29]3)[c:30]3[cH:31][cH:32][c:33]([CH3:36])[cH:34][cH:35]3)[CH2:20][CH2:21]2)[CH2:9][CH2:10][CH2:11][CH2:12][CH2:13]1. Reactants: CCOCC, COC(=O)c1cc(F)c(O)nc1Nc1ccc(F)cc1F, C=[N+]=[N-], C1CCOC1. The product is COC(=O)c1cc(F)c(OC)nc1Nc1ccc(F)cc1F. RXN SMILES: [CH3:30][CH2:31][O:32][CH2:33][CH3:34].[F:1][c:2]1[c:3]([NH:9][c:10]2[c:11]([C:12](=[O:13])[O:14][CH3:15])[cH:16][c:17]([F:21])[c:18]([OH:20])[n:19]2)[cH:4][cH:5][c:6]([F:8])[cH:7]1.[N+:22](=[N-:23])=[CH2:24].[O:25]1[CH2:26][CH2:27][CH2:28][CH2:29]1>>[F:1][c:2]1[c:3]([NH:9][c:10]2[c:11]([C:12](=[O:13])[O:14][CH3:15])[cH:16][c:17]([F:21])[c:18]([O:20][CH3:24])[n:19]2)[cH:4][cH:5][c:6]([F:8])[cH:7]1. Starting materials: CN(C1=C2NC=NC2=NC=N1)C (N6,N6 -dimethyladenine), ClC1=C(CCl)C(=CC=C1)F (2-chloro-6-fluorobenzyl chloride), ( 1 ). Product: ClC1=C(CN2C3=NC=NC(=C3N=C2)N(C)C)C(=CC=C1)F (9-(2-chloro-6-fluorobenzyl)-N6, N6 -dimethyladenine). RXN SMILES: [CH3:1][N:2]([CH3:12])[C:3]1[N:11]=[CH:10][N:9]=[C:8]2[C:4]=1[NH:5][CH:6]=[N:7]2.[Cl:13][C:14]1[CH:21]=[CH:20][CH:19]=[C:18]([F:22])[C:15]=1[CH2:16]Cl>>[Cl:13][C:14]1[CH:21]=[CH:20][CH:19]=[C:18]([F:22])[C:15]=1[CH2:16][N:7]1[CH:6]=[N:5][C:4]2[C:8]1=[N:9][CH:10]=[N:11][C:3]=2[N:2]([CH3:12])[CH3:1]. Procedure: Employing N6,N6 -dimethyladenine prepared in Example 17 and 2-chloro-6-fluorobenzyl chloride, the same procedures as in Example 39, (1) were repeated to give a crude 9-(2-chloro-6-fluorobenzyl)-N6, N6 -dimethyladenine, in which the purity was 73.1% by weight and the content of the 3-isomer was 26.9% by weight.